From a dataset of the Open Reaction Database (ORD), a public repository of structured organic reaction records. describe an organic reaction: reactants, conditions, products, and yield Reactants: FC1=C(C=CC(=C1C(F)(F)F)OC)\C=C/C(=O)OCC (ethyl (2Z)-3-[2-fluoro-4-methoxy-3-(trifluoromethyl)phenyl]prop-2-enoate). Reagents/catalysts: [C].[Pd] (Palladium carbon). Run in CO (methanol). Conditions: temperature 30 celsius, time 8 hour. Yields the product FC1=C(C=CC(=C1C(F)(F)F)OC)CCC(=O)OCC (Ethyl 3-[2-fluoro-4-methoxy-3-(trifluoromethyl)phenyl]propanoate). Reaction SMILES: [F:1][C:2]1[C:7]([C:8]([F:11])([F:10])[F:9])=[C:6]([O:12][CH3:13])[CH:5]=[CH:4][C:3]=1/[CH:14]=[CH:15]\[C:16]([O:18][CH2:19][CH3:20])=[O:17]>[C].[Pd].CO>[F:1][C:2]1[C:7]([C:8]([F:11])([F:10])[F:9])=[C:6]([O:12][CH3:13])[CH:5]=[CH:4][C:3]=1[CH2:14][CH2:15][C:16]([O:18][CH2:19][CH3:20])=[O:17] |f:1.2|. Reported procedure: Into a 50-mL round-bottom flask, was placed ethyl (2Z)-3-[2-fluoro-4-methoxy-3-(trifluoromethyl)phenyl]prop-2-enoate (200 mg, 0.68 mmol, 1.00 equiv), Palladium carbon (300 mg), methanol (15 mL). The solution was subjected to 2 atm of H2. The resulting solution was stirred overnight at 30° C. The reaction progress was monitored by LCMS. The solids were collected by filtration. The resulting mixture was concentrated under vacuum. This resulted in 0.21 g of ethyl 3-[2-fluoro-4-methoxy-3-(trifluorom... Starting materials: CN1C(N(C(C=2N(C=NC12)CCC)=O)CCC(C)=O)=O (3-methyl-1-(3-oxobutyl)-7-propylxanthine), C(CCC)[Li] (butyllithium), C(CCC)N(CCCC)CC#C (N,N-dibutyl-2-propynylamine), Cl (hydrochloric acid). Solvent: O1CCCC1 (tetrahydrofuran), CCCCCC (n-hexane), O1CCCC1 (tetrahydrofuran). Run at time 1 hour. Yields the product C(CCC)N(CC#CC(CCN1C(=O)N(C=2N=CN(C2C1=O)CCC)C)(C)O)CCCC (1-(6-Dibutylamino-3-hydroxy-3-methyl-4-hexynyl)-3-methyl-7-propyl-xanthine). As a reaction SMILES: [CH2:1]([Li])CCC.[CH2:6]([N:10]([CH2:15][C:16]#C)[CH2:11][CH2:12][CH2:13][CH3:14])[CH2:7][CH2:8][CH3:9].[CH3:18][N:19]1[C:27]2[N:26]=[CH:25][N:24]([CH2:28][CH2:29][CH3:30])[C:23]=2[C:22](=[O:31])[N:21]([CH2:32][CH2:33][C:34](=[O:36])[CH3:35])[C:20]1=[O:37].Cl>CCCCCC.O1CCCC1>[CH2:11]([N:10]([CH2:6][CH2:7][CH2:8][CH3:9])[CH2:15][C:16]#[C:35][C:34]([OH:36])([CH3:1])[CH2:33][CH2:32][N:21]1[C:22](=[O:31])[C:23]2[N:24]([CH2:28][CH2:29][CH3:30])[CH:25]=[N:26][C:27]=2[N:19]([CH3:18])[C:20]1=[O:37])[CH2:12][CH2:13][CH3:14]. Procedure: 6.73 ml (10.77 mmol) of a 15% strength butyllithium solution in n-hexane were slowly added dropwise to a solution of 2.09 ml (10.77 mmol) of N,N-dibutyl-2-propynylamine in 20 ml of tetrahydrofuran at -65° C. The mixture was stirred at -60° C. to -65° C. for one hour and warmed to room temperature, and a solution of 2.0 g (7.18 mmol) of 3-methyl-1-(3-oxobutyl)-7-propylxanthine in 30 ml of tetrahydrofuran was added. The slightly exothermic reaction was complete after 30 minutes. The mixture was ad... Starting materials: FC1=CC=C(C=C1)C1=C(SC=C1)C1(C2=CC=CC=C2C=2C=CC=CC12)O (9-[3-(4-fluorophenyl)thien-2-yl]-9H-fluoren-9-ol), COC([C@@H](NC(=O)OCC1C2=CC=CC=C2C=2C=CC=CC12)[C@H](O)C)=O (Nα -(9-fluorenylmethoxycarbonyl)-L-threonine methyl ester), OS(=O)(=O)O (H2SO4). Reagents/catalysts: FC(C(=O)O)(F)F (trifluoroacetic acid). The product is FC1=CC=C(C=C1)C1=C(SC=C1)C1(C2=CC=CC=C2C=2C=CC=CC12)O[C@@H]([C@H](N)C(=O)O)C (O-{9-[3-(4-Fluorophenyl)thien-2-yl]-9H-fluoren-9-yl}-L-threonine). As a reaction SMILES: [F:1][C:2]1[CH:7]=[CH:6][C:5]([C:8]2[CH:12]=[CH:11][S:10][C:9]=2[C:13]2([OH:26])[C:25]3[CH:24]=[CH:23][CH:22]=[CH:21][C:20]=3[C:19]3[C:14]2=[CH:15][CH:16]=[CH:17][CH:18]=3)=[CH:4][CH:3]=1.C[O:28][C:29](=[O:52])[C@H:30]([C@@H:49]([CH3:51])O)[NH:31]C(OCC1C2C=CC=CC=2C2C1=CC=CC=2)=O.OS(O)(=O)=O>FC(F)(F)C(O)=O>[F:1][C:2]1[CH:3]=[CH:4][C:5]([C:8]2[CH:12]=[CH:11][S:10][C:9]=2[C:13]2([O:26][C@H:49]([CH3:51])[C@@H:30]([C:29]([OH:52])=[O:28])[NH2:31])[C:25]3[CH:24]=[CH:23][CH:22]=[CH:21][C:20]=3[C:19]3[C:14]2=[CH:15][CH:16]=[CH:17][CH:18]=3)=[CH:6][CH:7]=1. Procedure details: from 9-[3-(4-fluorophenyl)thien-2-yl]-9H-fluoren-9-ol (Example 3v) and Nα -(9-fluorenylmethoxycarbonyl)-L-threonine methyl ester following method A, using trifluoroacetic acid as catalyst in place of H2SO4 ; Starting materials: CC1=CC=C(CCN)C=C1 (4-methylphenethylamine), ClC=1C=C2C(CCOC2=CC1OC1=CC=C(C(=O)O)C=C1)C(=O)OCC (4-(6-chloro-4-(ethoxycarbonyl)chroman-7-yloxy)benzoic acid), O.ON1N=NC2=C1C=CC=C2 (1-hydroxybenzotriazole hydrate), Cl.C(C)N=C=NCCCN(C)C (1-ethyl-(3-dimethylaminopropyl)carbodiimide hydrochloride). Solvent: CN(C=O)C (N,N-dimethylformamide), O (water). Run at time 20 minute. The product is ClC=1C=C2C(CCOC2=CC1OC1=CC=C(C=C1)C(NCCC1=CC=C(C=C1)C)=O)C(=O)OCC (ethyl 6-chloro-7-(4-(4-methylphenethylcarbamoyl)phenoxy)chroman-4-carboxylate). Yield: 97.2%. RXN SMILES: [Cl:1][C:2]1[CH:3]=[C:4]2[C:9](=[CH:10][C:11]=1[O:12][C:13]1[CH:21]=[CH:20][C:16]([C:17](O)=[O:18])=[CH:15][CH:14]=1)[O:8][CH2:7][CH2:6][CH:5]2[C:22]([O:24][CH2:25][CH3:26])=[O:23].O.ON1C2C=CC=CC=2N=N1.Cl.C(N=C=NCCCN(C)C)C.[CH3:50][C:51]1[CH:59]=[CH:58][C:54]([CH2:55][CH2:56][NH2:57])=[CH:53][CH:52]=1>CN(C)C=O.O>[Cl:1][C:2]1[CH:3]=[C:4]2[C:9](=[CH:10][C:11]=1[O:12][C:13]1[CH:21]=[CH:20][C:16]([C:17](=[O:18])[NH:57][CH2:56][CH2:55][C:54]3[CH:58]=[CH:59][C:51]([CH3:50])=[CH:52][CH:53]=3)=[CH:15][CH:14]=1)[O:8][CH2:7][CH2:6][CH:5]2[C:22]([O:24][CH2:25][CH3:26])=[O:23] |f:1.2,3.4|. Procedure: To a stirred solution of 4-(6-chloro-4-(ethoxycarbonyl)chroman-7-yloxy)benzoic acid (Preparation 1) (75 mg, 0.20 mmol) and 1-hydroxybenzotriazole hydrate (34 mg, 0.22 mmol) in N,N-dimethylformamide (1 mL) at ambient temperature was added solid 1-ethyl-(3-dimethylaminopropyl)carbodiimide hydrochloride (47 mg, 0.24 mmol). The resulting solution was stirred at ambient temperature for 20 minutes, and 4-methylphenethylamine (30 mg, 0.23 mmol) was added. After stirring was at ambient temperature for a... The reactants are C(C)(=O)O (acetic acid), [Na] (sodium), OC(C(=O)OC)C(=C)C1=CC(=C(C=C1)C1=CC=CC=C1)F (methyl 2-hydroxy-3-(2-fluoro-4-biphenylyl)-3-butenoate). Solvent: CO (methanol), CO (methanol). Product: CC(C(C(=O)OC)=O)C1=CC(=C(C=C1)C1=CC=CC=C1)F (methyl 3-methyl-3-(2-fluoro-4-biphenylyl)-pyruvate). The yield is 73.8%. Reaction SMILES: [Na].[OH:2][CH:3]([C:8]([C:10]1[CH:15]=[CH:14][C:13]([C:16]2[CH:21]=[CH:20][CH:19]=[CH:18][CH:17]=2)=[C:12]([F:22])[CH:11]=1)=[CH2:9])[C:4]([O:6][CH3:7])=[O:5].C(O)(=O)C>CO>[CH3:9][CH:8]([C:10]1[CH:15]=[CH:14][C:13]([C:16]2[CH:21]=[CH:20][CH:19]=[CH:18][CH:17]=2)=[C:12]([F:22])[CH:11]=1)[C:3](=[O:2])[C:4]([O:6][CH3:7])=[O:5] |^1:0|. Procedure details: To a solution of 1.1 g of metallic sodium in 100 ml of anhydrous methanol was added a solution of 12.2 g of methyl 2-hydroxy-3-(2-fluoro-4-biphenylyl)-3-butenoate in 40 ml of anhydrous methanol, and the resulting mixture was refluxed for 20 minutes and then cooled. The reaction liquid was charged with 10 ml of glacial acetic acid, and the methanol was removed therefrom by distillation at a low temperature and under reduced pressure. The residue was charged with ethyl acetate and water, thereby e... Reactants: COc1cc(C(C)(C)C)ccc1C(=O)O, CCN=C=NCCCN(C)C, Cl, CC(C)(C)OC(=O)N1CCCC1c1cccc(N)c1, CN(C)C=O, O, On1nnc2ccccc21. Yields the product COc1cc(C(C)(C)C)ccc1C(=O)Nc1cccc(C2CCCN2C(=O)OC(C)(C)C)c1. As a reaction SMILES: [C:1]([CH3:2])([CH3:3])([CH3:4])[c:5]1[cH:6][c:7]([O:14][CH3:15])[c:8]([C:9](=[O:10])[OH:11])[cH:12][cH:13]1.[CH2:17]([N:18]=[C:19]=[N:20][CH2:21][CH2:22][CH2:23][N:24]([CH3:25])[CH3:26])[CH3:27].[ClH:16].[NH2:38][c:39]1[cH:40][c:41]([CH:45]2[N:46]([C:50](=[O:51])[O:52][C:53]([CH3:54])([CH3:55])[CH3:56])[CH2:47][CH2:48][CH2:49]2)[cH:42][cH:43][cH:44]1.[O:57]=[CH:58][N:59]([CH3:60])[CH3:61].[OH2:62].[OH:28][n:29]1[c:30]2[cH:31][cH:32][cH:33][cH:34][c:35]2[n:36][n:37]1>>[C:1]([CH3:2])([CH3:3])([CH3:4])[c:5]1[cH:6][c:7]([O:14][CH3:15])[c:8]([C:9](=[O:11])[NH:38][c:39]2[cH:40][c:41]([CH:45]3[N:46]([C:50](=[O:51])[O:52][C:53]([CH3:54])([CH3:55])[CH3:56])[CH2:47][CH2:48][CH2:49]3)[cH:42][cH:43][cH:44]2)[cH:12][cH:13]1.